Dataset: the Open Reaction Database (ORD), a public repository of structured organic reaction records. Task: describe an organic reaction: reactants, conditions, products, and yield Reactants: S1C=CC=2NCCCCC21 (5,6,7,8-tetrahydro-4H-thieno[3,2-b]azepine), C(C)(C)N(C(C)C)CC (N,N-diisopropylethylamine), N1=CC(=CC=C1)C=1SC=C(N1)C(=O)Cl (2-(3-pyridinyl)thiazole-4-carbonyl chloride). Solvent: ClCCl (dichloromethane), O (water), ClCCl (dichloromethane). Reaction conditions: time 16 hour. The product is N1=CC(=CC=C1)C=1SC=C(N1)C(=O)C1=CC=2NCCCCC2S1 ((2-(3-Pyridinyl)thiazol-4-ylcarbonyl]5,6,7,8-tetrahydro-4H-thieno[3,2-b]azepine). Reaction SMILES: [S:1]1[C:10]2[CH2:9][CH2:8][CH2:7][CH2:6][NH:5][C:4]=2[CH:3]=[CH:2]1.C(N(CC)C(C)C)(C)C.[N:20]1[CH:25]=[CH:24][CH:23]=[C:22]([C:26]2[S:27][CH:28]=[C:29]([C:31](Cl)=[O:32])[N:30]=2)[CH:21]=1>ClCCl.O>[N:20]1[CH:25]=[CH:24][CH:23]=[C:22]([C:26]2[S:27][CH:28]=[C:29]([C:31]([C:2]3[S:1][C:10]4[CH2:9][CH2:8][CH2:7][CH2:6][NH:5][C:4]=4[CH:3]=3)=[O:32])[N:30]=2)[CH:21]=1. Procedure details: To a cooled (0° C.) solution of 2 mmol of 5,6,7,8-tetrahydro-4H-thieno[3,2-b]azepine, 6 mmol of N,N-diisopropylethylamine in 8 ml of dichloromethane added 2.2 mmol of 2-(3-pyridinyl)thiazole-4-carbonyl chloride. The mixture is stirred at room temperature for 16 hours and diluted with 50 ml of dichloromethane and 25 ml of water. The organic layer is separated, washed with H2O, 1N NaHCO3, brine and dried (Na2SO4). The solvent is removed under vacuum and the residue chromatographed on silica gel wi... The reactants are C1(\C=C/C(=O)O1)=O (maleic anhydride), C(C(=C)C)(=O)O (methacrylic acid), O (water), C(C)(C)(C)OOC(C)(C)C (di-t-butyl peroxide), C(C(=C)C)(=O)O (methacrylic acid), ketone-water. Solvent: C(C(C)C)C(=O)C (methyl isobutyl ketone), C(C(C)C)C(=O)C (methyl isobutyl ketone). Run at temperature 115 celsius. Yields the product C(C(=C)C)(=O)[O-].C(\C=C/C(=O)[O-])(=O)[O-] (methacrylate maleate). As a reaction SMILES: [C:1]1(=[O:7])[O:6][C:4](=[O:5])[CH:3]=[CH:2]1.C([O:12]OC(C)(C)C)(C)(C)C.[C:18]([OH:23])(=[O:22])[C:19]([CH3:21])=[CH2:20].O>C(C(C)=O)C(C)C>[C:18]([O-:23])(=[O:22])[C:19]([CH3:21])=[CH2:20].[C:1]([O-:6])(=[O:7])/[CH:2]=[CH:3]\[C:4]([O-:12])=[O:5] |f:5.6|. Reported procedure: In a 3-neck, 300 ml round bottom flask equipped with reflux condenser, nitrogen inlet, mechanical stirrer and pressure-equalizing dropping funnel were combined 58.8 g (0.60 mole) maleic anhydride, 14.6 g di-t-butyl peroxide, 115 g methyl isobutyl ketone and 3.4 g (0.040 mole) glacial methacrylic acid. The system was purged with nitrogen and then heated to reflux under a static positive nitrogen pressure. A small amount of solids momentarily precipitated and then redissolved at about 100° C. When... Starting materials: C1CCOC1, [Li]CCCC, C[Si](C)(C)Cl, CCCCCC, Fc1ccccc1F, O. Yields the product C[Si](C)(C)c1cccc(F)c1F. RXN SMILES: [CH2:19]1[O:20][CH2:21][CH2:22][CH2:23]1.[CH2:1]([Li:2])[CH2:3][CH2:4][CH3:5].[CH3:14][Si:15]([Cl:16])([CH3:17])[CH3:18].[CH3:24][CH2:25][CH2:26][CH2:27][CH2:28][CH3:29].[F:6][c:7]1[cH:8][cH:9][cH:10][cH:11][c:12]1[F:13].[OH2:30]>>[F:6][c:7]1[c:8]([Si:15]([CH3:14])([CH3:17])[CH3:18])[cH:9][cH:10][cH:11][c:12]1[F:13]. Reactants: C(C)(C)(C)OC(=O)N1CCC2(CCN(C2=O)C=2C(=NC(=CC2)N2C[C@@H](CC2)N2[C@H](CCC2)C)C)CC1 (2-[2-methyl-6-((2S,3′R)-2-methyl-[1,3′]bipyrrolidinyl-1′-yl)-pyridin-3-yl]-1-oxo-2,8-diaza-spiro[4.5]decane-8-carboxylic acid tert-butyl ester), Cl (HCl). The solvent is CO (methanol), CCO (EtOH). Reaction conditions: time 20 hour. Product: Cl.CC1=NC(=CC=C1N1C(C2(CC1)CCNCC2)=O)N2C[C@@H](CC2)N2[C@H](CCC2)C (2-[2-Methyl-6-((2S,3′R)-2-methyl-[1,3′]bipyrrolidinyl-1′-yl)-pyridin-3-yl]-2,8-diaza-spiro[4.5]decan-1-one hydrochloride). The yield is 97.0%. RXN SMILES: C(OC([N:8]1[CH2:36][CH2:35][C:11]2([C:15](=[O:16])[N:14]([C:17]3[C:18]([CH3:34])=[N:19][C:20]([N:23]4[CH2:27][CH2:26][C@@H:25]([N:28]5[CH2:32][CH2:31][CH2:30][C@@H:29]5[CH3:33])[CH2:24]4)=[CH:21][CH:22]=3)[CH2:13][CH2:12]2)[CH2:10][CH2:9]1)=O)(C)(C)C.[ClH:37]>CO.CCO>[ClH:37].[CH3:34][C:18]1[C:17]([N:14]2[CH2:13][CH2:12][C:11]3([CH2:35][CH2:36][NH:8][CH2:9][CH2:10]3)[C:15]2=[O:16])=[CH:22][CH:21]=[C:20]([N:23]2[CH2:27][CH2:26][C@@H:25]([N:28]3[CH2:32][CH2:31][CH2:30][C@@H:29]3[CH3:33])[CH2:24]2)[N:19]=1 |f:4.5|. Procedure details: To a solution of 2-[2-methyl-6-((2S,3′R)-2-methyl-[1,3′]bipyrrolidinyl-1′-yl)-pyridin-3-yl]-1-oxo-2,8-diaza-spiro[4.5]decane-8-carboxylic acid tert-butyl ester (50 mg, 0.1 mmol) in methanol (2 mL) was added a saturated solution of HCl in EtOH (2 mL) and stirred the resulting mixture for 20 hours. Concentrated the reaction mixture and dried under high vacuum to afford 42 mg (97% yield) of the title compound as a solid.